Dataset: the Open Reaction Database (ORD), a public repository of structured organic reaction records. Task: describe an organic reaction: reactants, conditions, products, and yield Starting materials: OC1(CCN(CC1)C(=O)OC(C)(C)C)C (tert-butyl 4-hydroxy-4-methylpiperidine-1-carboxylate), [H-].[Na+] (NaH), oil, CN(C)P(=O)(N(C)C)N(C)C (HMPA), CI (methyl iodide). Solvent: C1CCOC1 (THF), C1CCOC1 (THF). Reaction conditions: temperature 55 celsius. The product is COC1(CCN(CC1)C(=O)OC(C)(C)C)C (tert-butyl 4-methoxy-4-methylpiperidine-1-carboxylate). RXN SMILES: [H-].[Na+].[OH:3][C:4]1([CH3:17])[CH2:9][CH2:8][N:7]([C:10]([O:12][C:13]([CH3:16])([CH3:15])[CH3:14])=[O:11])[CH2:6][CH2:5]1.[CH3:18]N(P(N(C)C)(N(C)C)=O)C.CI>C1COCC1>[CH3:18][O:3][C:4]1([CH3:17])[CH2:5][CH2:6][N:7]([C:10]([O:12][C:13]([CH3:16])([CH3:15])[CH3:14])=[O:11])[CH2:8][CH2:9]1 |f:0.1|. Procedure: A suspension of 60% NaH in mineral oil (160 mg, 4 mmol) in THF (5 mL) at room temperature was treated with a solution of Example 494A (430 mg, 2.00 mmol) in THF (5 mL), heated to 55° C. for 2 hours, cooled to room temperature, treated with HMPA (2.5 mL) and methyl iodide (0.50 mL), heated to 55° C. for 16 hours, cooled to room temperature, quenched with 10% aqueous citric acid, and extracted twice with diethyl ether. The combined extracts were washed sequentially with water, saturated NaHCO3, an... Starting materials: COC(=O)c1cnc(-c2nc3cc(C#N)cc(C(C)C)c3o2)nc1, [Li+], C1CCOC1, [OH-]. The product is CC(C)c1cc(C#N)cc2nc(-c3ncc(C(=O)O)cn3)oc12. As a reaction SMILES: [CH3:1][O:2][C:3](=[O:4])[c:5]1[cH:6][n:7][c:8](-[c:11]2[o:12][c:13]3[c:14]([n:15]2)[cH:16][c:17]([C:23]#[N:24])[cH:18][c:19]3[CH:20]([CH3:21])[CH3:22])[n:9][cH:10]1.[Li+:25].[O:27]1[CH2:28][CH2:29][CH2:30][CH2:31]1.[OH-:26]>>[O:2]=[C:3]([OH:4])[c:5]1[cH:6][n:7][c:8](-[c:11]2[o:12][c:13]3[c:14]([n:15]2)[cH:16][c:17]([C:23]#[N:24])[cH:18][c:19]3[CH:20]([CH3:21])[CH3:22])[n:9][cH:10]1. Starting materials: N1(CCNCC1)CCC1=CC=C(C(=O)OCC)C=C1 (ethyl 4-[2-(piperazin-1-yl)-ethyl]-benzoate), C(C)(C)(C)C=1C=C(C=C(C1O)C(C)(C)C)CCC(=O)O (3-(3,5-di-tert.-butyl-4-hydroxyphenyl)-propionic acid), P(Cl)(Cl)Cl (phosphorus trichloride). The solvent is N1=CC=CC=C1 (pyridine). Yields the product C(C)(C)(C)C=1C=C(C=C(C1O)C(C)(C)C)CCC(=O)N1CCN(CC1)CCC1=CC=C(C(=O)OCC)C=C1 (Ethyl 4-{2-[1-(3-(3,5-di-tert.-butyl-4-hydroxyphenyl)-propionyl)-piperazin-4-yl]-ethyl}-benzoate). Yield: 62.0%. As a reaction SMILES: [N:1]1([CH2:7][CH2:8][C:9]2[CH:19]=[CH:18][C:12]([C:13]([O:15][CH2:16][CH3:17])=[O:14])=[CH:11][CH:10]=2)[CH2:6][CH2:5][NH:4][CH2:3][CH2:2]1.[C:20]([C:24]1[CH:25]=[C:26]([CH2:35][CH2:36][C:37](O)=[O:38])[CH:27]=[C:28]([C:31]([CH3:34])([CH3:33])[CH3:32])[C:29]=1[OH:30])([CH3:23])([CH3:22])[CH3:21].P(Cl)(Cl)Cl>N1C=CC=CC=1>[C:31]([C:28]1[CH:27]=[C:26]([CH2:35][CH2:36][C:37]([N:4]2[CH2:5][CH2:6][N:1]([CH2:7][CH2:8][C:9]3[CH:19]=[CH:18][C:12]([C:13]([O:15][CH2:16][CH3:17])=[O:14])=[CH:11][CH:10]=3)[CH2:2][CH2:3]2)=[O:38])[CH:25]=[C:24]([C:20]([CH3:22])([CH3:21])[CH3:23])[C:29]=1[OH:30])([CH3:34])([CH3:32])[CH3:33]. Procedure: This is prepared analogously to Example 12 from ethyl 4-[2-(piperazin-1-yl)-ethyl]-benzoate, 3-(3,5-di-tert.-butyl-4-hydroxyphenyl)-propionic acid, phosphorus trichloride and pyridine. Yield 62% of theory; m.p. 105°-107° C. (recrystallised from ethyl acetate/ligroin).